This data is from the Open Reaction Database (ORD), a public repository of structured organic reaction records. The task is: describe an organic reaction: reactants, conditions, products, and yield Reactants: C(C)(=O)N(C)C1CCC2=C(C(C3=C1C=CC=C3)C)C=CC=C2 (5-(N-Acetyl-N-methylamino)-12-methyl-5,6,7,12-tetrahydrodibenzo[a,d]cyclooctene), ClC1=C(C(C(=C(C1=O)C#N)C#N)=O)Cl (dichlorodicyanobenzoquinone). Run in C1=CC=CC=C1 (benzene). The product is C(C)(=O)N(C)C1CCC2=C(C(C3=C1C=CC=C3)=C)C=CC=C2 (5-(N-acetyl-N-methylamino)-12-methylene-5,6,7,12-tetrahydrodibenzo[a,d]cyclooctene). RXN SMILES: [C:1]([N:4]([CH:6]1[C:13]2[CH:14]=[CH:15][CH:16]=[CH:17][C:12]=2[CH:11]([CH3:18])[C:10]2[CH:19]=[CH:20][CH:21]=[CH:22][C:9]=2[CH2:8][CH2:7]1)[CH3:5])(=[O:3])[CH3:2].ClC1C(=O)C(C#N)=C(C#N)C(=O)C=1Cl>C1C=CC=CC=1>[C:1]([N:4]([CH:6]1[C:13]2[CH:14]=[CH:15][CH:16]=[CH:17][C:12]=2[C:11](=[CH2:18])[C:10]2[CH:19]=[CH:20][CH:21]=[CH:22][C:9]=2[CH2:8][CH2:7]1)[CH3:5])(=[O:3])[CH3:2]. Procedure details: 5-(N-Acetyl-N-methylamino)-12-methyl-5,6,7,12-tetrahydrodibenzo[a,d]cyclooctene (10.5 g., 34 mmole), dichlorodicyanobenzoquinone (9.5 g. of 98%, 41 mmole) and 750 ml. of benzene were combined and heated at reflux under nitrogen for 3.5 hours. The mixture was cooled, washed four times with 1 M sodium hydroxide solution and twice with water, dried over potassium carbonate, treated with about 0.5 g. of decolorizing carbon, filtered, and evaporated in vacuo to give 10.5 g. of brown oil. The product is O=C(O)c1cc2c([nH]1)CCC2Cc1ccc(F)c(Cl)c1. As a reaction SMILES: [CH2:26]1[O:27][CH2:28][CH2:29][CH2:30]1.[CH3:24][OH:25].[Cl:1][c:2]1[cH:3][c:4]([CH2:5][CH:6]2[CH2:7][CH2:8][c:9]3[nH:10][c:11]([C:14](=[O:15])[O:16][CH3:17])[cH:12][c:13]32)[cH:18][cH:19][c:20]1[F:21].[Li+:22].[OH-:23]>>[Cl:1][c:2]1[cH:3][c:4]([CH2:5][CH:6]2[CH2:7][CH2:8][c:9]3[nH:10][c:11]([C:14](=[O:15])[OH:16])[cH:12][c:13]32)[cH:18][cH:19][c:20]1[F:21]. Reactants: C1CCOC1, CO, COC(=O)c1cc2c([nH]1)CCC2Cc1ccc(F)c(Cl)c1, [Li+], [OH-].